This data is from the Open Reaction Database (ORD), a public repository of structured organic reaction records. The task is: describe an organic reaction: reactants, conditions, products, and yield Reactants: O=C1Nc2ccccc2C(=O)N2CCCC12, CI, CCO. Product: CN1C(=O)C2CCCN2C(=O)c2ccccc21. RXN SMILES: [CH2:1]1[CH2:2][CH2:3][N:4]2[CH:5]1[C:6](=[O:16])[NH:7][c:8]1[c:9]([cH:12][cH:13][cH:14][cH:15]1)[C:10]2=[O:11].[CH3:17][I:18].[CH3:19][CH2:20][OH:21]>>[CH2:1]1[CH2:2][CH2:3][N:4]2[CH:5]1[C:6](=[O:16])[N:7]([CH3:17])[c:8]1[c:9]([cH:12][cH:13][cH:14][cH:15]1)[C:10]2=[O:11]. Reactants: CSSC (Methyl disulfide), NC=1C=C(C=CC1Cl)S(=O)(=O)O (3-amino-4-chloro-benzenesulfonic acid), Cl (HCl), N(=O)[O-].[Na+] (sodium nitrite). The solvent is O (water), O (H2O). Conditions: temperature 25 celsius, time 1.5 hour. Yields the product ClC1=C(C=C(C=C1)S(=O)(=O)O)SC (4-Chloro-3-methylsulfanyl-benzenesulfonic acid). Isolated yield 291.5%. As a reaction SMILES: N[C:2]1[CH:3]=[C:4]([S:9]([OH:12])(=[O:11])=[O:10])[CH:5]=[CH:6][C:7]=1[Cl:8].Cl.N([O-])=O.[Na+].[CH3:18][S:19]SC>O>[Cl:8][C:7]1[CH:6]=[CH:5][C:4]([S:9]([OH:12])(=[O:11])=[O:10])=[CH:3][C:2]=1[S:19][CH3:18] |f:2.3|. Reported procedure: To a solution of 3-amino-4-chloro-benzenesulfonic acid (5.00 g, 24 mmol) in distilled water (38 mL) and concentrated HCl (6 mL, 72 mmol) at 0° C. was added sodium nitrite (1.99 g, 28.9 mmol) in H2O (10 mL). After 1.5 h, the mixture was allowed to warm to 25° C. and stirred for 1.5 h. Methyl disulfide (10.7 mL, 120 mmol) was added and the mixture heated to 70° C. for 18 h. The solvent was removed, in vacuo, to give an orange solid (16.7 g) that was used as is in the next reaction. Reactants: I(=O)(=O)(=O)[O-].[Na+] (Sodium periodate), COC1=CN=C2C=CC(N(C2=C1)CC=C)=O (7-(Methoxy)-1-(2-propen-1-yl)-1,5-naphthyridin-2(1H)-one). Reagents/catalysts: [Os](=O)(=O)(=O)=O (osmium tetroxide). Run in O (water), O (water), O1CCOCC1 (1,4-dioxane). Reaction conditions: time 1 hour. The product is COC1=CN=C2C=CC(N(C2=C1)CC=O)=O ([7-(methoxy)-2-oxo-1,5-naphthyridin-1(2H)-yl]acetaldehyde), solid. The yield is 75.0%. As a reaction SMILES: [CH3:1][O:2][C:3]1[CH:12]=[C:11]2[C:6]([CH:7]=[CH:8][C:9](=[O:16])[N:10]2[CH2:13][CH:14]=C)=[N:5][CH:4]=1.I([O-])(=O)(=O)=[O:18].[Na+]>O1CCOCC1.O.[Os](=O)(=O)(=O)=O>[CH3:1][O:2][C:3]1[CH:12]=[C:11]2[C:6]([CH:7]=[CH:8][C:9](=[O:16])[N:10]2[CH2:13][CH:14]=[O:18])=[N:5][CH:4]=1 |f:1.2|. Procedure: 7-(Methoxy)-1-(2-propen-1-yl)-1,5-naphthyridin-2(1H)-one (5.046 g, 23.361 mmol) was dissolved in 1,4-dioxane (100 mL) and water (100 mL). Sodium periodate (12.49 g, 58.402 mmol) was added, followed by osmium tetroxide (5 mL of 4% aqueous solution). The mixture stirred at rt for 1 h, water (200 ml) was added the mixture was stirred for a further 1 h. The reaction was concentrated to about 300 ml and extracted with 20% MeOH/DCM (3×400 ml). The organic extracts were combined, dried over anhydrous m... Reported procedure: 3-Nitro-benzene-1,2-diamine (0.153 g, 1.0 mmol), 4-Iodo-2-methoxy-pyridine-3-carbaldehyde (0.263 g, 1.0 mmol) and sulfur (0.032 g, 1.0 mmol) were heated at 160° for 60 min. The resulting slurry was purred on ice water (100 ml). Precipitates were collected by filtration and dried in vacuum to yield the desired product (0.40 g, quant.) which was used without any further purification. Reaction SMILES: [N+:1]([C:4]1[CH:9]=[CH:8][CH:7]=[C:6]([NH2:10])[C:5]=1[NH2:11])([O-:3])=[O:2].[I:12][C:13]1[CH:18]=[CH:17][N:16]=[C:15]([O:19][CH3:20])[C:14]=1[CH:21]=O.[S]>>[I:12][C:13]1[CH:18]=[CH:17][N:16]=[C:15]([O:19][CH3:20])[C:14]=1[C:21]1[NH:11][C:5]2[C:4]([N+:1]([O-:3])=[O:2])=[CH:9][CH:8]=[CH:7][C:6]=2[N:10]=1 |^3:22|. Isolated yield 101.0%. Yields the product IC1=C(C(=NC=C1)OC)C1=NC2=C(N1)C(=CC=C2)[N+](=O)[O-] (2-(4-Iodo-2-methoxy-pyridin-3-yl)-7-nitro-1H-benzoimidazole). The reactants are [N+](=O)([O-])C1=C(C(=CC=C1)N)N (3-Nitro-benzene-1,2-diamine), IC1=C(C(=NC=C1)OC)C=O (4-Iodo-2-methoxy-pyridine-3-carbaldehyde), [S] (sulfur). Starting materials: solvent, BrC1=C2C=CC(NC2=CC=N1)=O (5-bromo-1,6-naphthyridin-2(1H)-one), C([O-])([O-])=O.[K+].[K+] (potassium carbonate), CC=1N=CNC1C (4,5-dimethylimidazole), cuprous bromide. Solvent: CN(C=O)C (dimethylformamide). The product is CC=1N=CN(C1C)C1=C2C=CC(NC2=CC=N1)=O (5-(4,5-dimethyl-1H-imidazol-1-yl)-1,6-naphthyridin-2(1H)-one). Isolated yield 48.0%. As a reaction SMILES: Br[C:2]1[N:11]=[CH:10][CH:9]=[C:8]2[C:3]=1[CH:4]=[CH:5][C:6](=[O:12])[NH:7]2.C(=O)([O-])[O-].[K+].[K+].[CH3:19][C:20]1[N:21]=[CH:22][NH:23][C:24]=1[CH3:25]>CN(C)C=O>[CH3:19][C:20]1[N:21]=[CH:22][N:23]([C:2]2[N:11]=[CH:10][CH:9]=[C:8]3[C:3]=2[CH:4]=[CH:5][C:6](=[O:12])[NH:7]3)[C:24]=1[CH3:25] |f:1.2.3|. Procedure details: A mixture containing 12.5 g of 5-bromo-1,6-naphthyridin-2(1H)-one, 300 ml of dimethylformamide, 13.8 g of anhydrous potassium carbonate, 10.8 g of 4,5-dimethylimidazole and 200 mg of cuprous bromide was refluxed with stirring for eight hours About 20 ml of the solvent was distilled off using a water separator to remove any moisture from the reaction mixture. The remaining reaction mixture was concentrated on a rotary evaporator. The residue was dissolved in water, acidified with acetic acid and ... Starting materials: O1CCN(CC1)C1=CC=C(CNC(OC(C)(C)C)=O)C=C1 (t-butyl 4-morpholinobenzylcarbamate), BrC#C[Si](C(C)C)(C(C)C)C(C)C (bromoethynyl-triisopropyl-silane), N1=CC=CC2=CC=C3C=CC=NC3=C12 (1,10-phenantroline), C[Si](C)(C)[N-][Si](C)(C)C.[K+] (KHMDS), [Na+].[Cl-].[NH4+].[OH-] (NaCl NH4OH). Reagents/catalysts: [Cu]I (CuI). The solvent is C1(=CC=CC=C1)C (toluene), CCOCC (Et2O). Conditions: temperature 90 celsius, time 12 hour. The product is C(C)(C)(C)OC(N(C#C[Si](C(C)C)(C(C)C)C(C)C)CC1=CC=C(C=C1)N1CCOCC1)=O ((4-morpholin-4-yl-benzyl)-[(triisopropylsilanyl)-ethynyl]-carbamic acid t-butyl ester). The yield is 76.0%. Reaction SMILES: [O:1]1[CH2:6][CH2:5][N:4]([C:7]2[CH:21]=[CH:20][C:10]([CH2:11][NH:12][C:13](=[O:19])[O:14][C:15]([CH3:18])([CH3:17])[CH3:16])=[CH:9][CH:8]=2)[CH2:3][CH2:2]1.Br[C:23]#[C:24][Si:25]([CH:32]([CH3:34])[CH3:33])([CH:29]([CH3:31])[CH3:30])[CH:26]([CH3:28])[CH3:27].N1C2C(=CC=C3C=2N=CC=C3)C=CC=1.C[Si]([N-][Si](C)(C)C)(C)C.[K+].[Na+].[Cl-].[NH4+].[OH-]>C1(C)C=CC=CC=1.[Cu]I.CCOCC>[C:15]([O:14][C:13](=[O:19])[N:12]([CH2:11][C:10]1[CH:20]=[CH:21][C:7]([N:4]2[CH2:5][CH2:6][O:1][CH2:2][CH2:3]2)=[CH:8][CH:9]=1)[C:23]#[C:24][Si:25]([CH:26]([CH3:28])[CH3:27])([CH:32]([CH3:34])[CH3:33])[CH:29]([CH3:31])[CH3:30])([CH3:16])([CH3:17])[CH3:18] |f:3.4,5.6.7.8|. Reported procedure: A suspension of t-butyl 4-morpholinobenzylcarbamate (1.11 g, 3.80 mmol), bromoethynyl-triisopropyl-silane, CuI (225 mg, 1.17 mmol) and 1,10-phenantroline (250 mg, 1.40 mmol) in dry toluene (7.5 ml) was warmed to 90° C. under a nitrogen atmosphere. KHMDS (10 ml, 0.5 M in toluene) was added dropwise under nitrogen atmosphere and the mixture was stirred for 12 hours at this temperature. The reaction mixture was cooled to RT; Et2O (30 ml) and NaCl/NH4OH (60/30 ml) were added and the organic phase wa... Reactants: C(C)(C)(C)OC(NC1=C(C=CC(=C1)C(F)(F)F)C1=NC=NC(=C1)OC1=CC=CC2=C1N=C(S2)NC(C)=O)=O ({2-[6-(2-acetylamino-benzothiazol-4-yloxy)-pyrimidin-4-yl]-5-trifluoromethyl-phenyl}-carbamic acid tert-butyl ester), Cl (HCl). Solvent: O1CCOCC1 (dioxane). Conditions: time 16 hour. The product is NC1=C(C=CC(=C1)C(F)(F)F)C1=CC(=NC=N1)OC1=CC=CC2=C1N=C(S2)NC(C)=O (N-{4-[6-(2-Amino-4-trifluoromethyl-phenyl)-pyrimidin-4-yloxy]-benzothiazol-2-yl}-acetamide). Reaction SMILES: C(OC(=O)[NH:7][C:8]1[CH:13]=[C:12]([C:14]([F:17])([F:16])[F:15])[CH:11]=[CH:10][C:9]=1[C:18]1[CH:23]=[C:22]([O:24][C:25]2[C:30]3[N:31]=[C:32]([NH:34][C:35](=[O:37])[CH3:36])[S:33][C:29]=3[CH:28]=[CH:27][CH:26]=2)[N:21]=[CH:20][N:19]=1)(C)(C)C.Cl>O1CCOCC1>[NH2:7][C:8]1[CH:13]=[C:12]([C:14]([F:17])([F:15])[F:16])[CH:11]=[CH:10][C:9]=1[C:18]1[N:19]=[CH:20][N:21]=[C:22]([O:24][C:25]2[C:30]3[N:31]=[C:32]([NH:34][C:35](=[O:37])[CH3:36])[S:33][C:29]=3[CH:28]=[CH:27][CH:26]=2)[CH:23]=1. Reported procedure: To {2-[6-(2-acetylamino-benzothiazol-4-yloxy)-pyrimidin-4-yl]-5-trifluoromethyl-phenyl}-carbamic acid tert-butyl ester, (Example 150) (0.35 g, 0.60 mmol) was added 4 M HCl in dioxane (25 mL). The mixture was stirred for 16 h and then was concentrated in vacuum. The residue was dissolved in ethyl acetate (40 mL) and washed with saturated NaHCO3 (2×70 mL), dried over Na2SO4 and concentrated in vacuum. Purification by silica gel chromatography (2:1, EtOAc:hexanes) afforded the title compound as thi... Starting materials: C=CC(=O)OC, CCCC[N+](CCCC)(CCCC)CCCC, [Cl-], CSc1cc(F)ccc1I, [K+], [K+], N#N, O=C([O-])[O-], CC(=O)[O-], CC(=O)[O-], CN(C)C=O, O, [Pd+2]. The product is COC(=O)C=Cc1ccc(F)cc1SC. Reaction SMILES: [C:17]([CH:18]=[CH2:19])(=[O:20])[O:21][CH3:22].[CH2:26]([N+:27]([CH2:28][CH2:29][CH2:30][CH3:31])([CH2:32][CH2:33][CH2:34][CH3:35])[CH2:36][CH2:37][CH2:38][CH3:39])[CH2:40][CH2:41][CH3:42].[Cl-:25].[F:1][c:2]1[cH:3][c:4]([S:9][CH3:10])[c:5]([I:8])[cH:6][cH:7]1.[K+:11].[K+:12].[N:23]#[N:24].[O-:13][C:14]([O-:15])=[O:16].[O-:49][C:50]([CH3:51])=[O:52].[O-:53][C:54]([CH3:55])=[O:56].[O:43]=[CH:44][N:45]([CH3:46])[CH3:47].[OH2:57].[Pd+2:48]>>[F:1][c:2]1[cH:3][c:4]([S:9][CH3:10])[c:5]([CH:19]=[CH:18][C:17](=[O:20])[O:21][CH3:22])[cH:6][cH:7]1. Isolated yield 86.0%. Reaction SMILES: [N+:1]([O-:4])(O)=[O:2].[Cl:5][C:6]1[CH:13]=[CH:12][C:11]([NH:14][C:15]([C:17]([O:19][CH2:20][CH3:21])=[O:18])=[O:16])=[CH:10][C:7]=1[C:8]#[N:9]>>[Cl:5][C:6]1[C:7]([C:8]#[N:9])=[CH:10][C:11]([NH:14][C:15]([C:17]([O:19][CH2:20][CH3:21])=[O:18])=[O:16])=[C:12]([N+:1]([O-:4])=[O:2])[CH:13]=1. Solvent: ice water. Starting materials: ice, [N+](=O)(O)[O-] (nitric acid), ClC1=C(C#N)C=C(C=C1)NC(=O)C(=O)OCC (2-chloro-5-ethoxalylaminobenzonitrile). Reaction conditions: time 1.5 hour. The product is ClC1=CC(=C(C=C1C#N)NC(=O)C(=O)OCC)[N+](=O)[O-] (6-chloro-3-ethoxalylamino-4-nitrobenzonitrile). Procedure: To 75 ml ice-cooled 100% nitric acid was added gradually 8.1 g (32.1 mmol) 2-chloro-5-ethoxalylaminobenzonitrile. Stirring was continued at 0° C. for 1.5 h, and then the reaction mixture was poured into 500 ml ice-water. The precipitated product was filtered off and recrystallized (ethanol-water) to give 8.25 g (86%) of 6-chloro-3-ethoxalylamino-4-nitrobenzonitrile. M.p. 143-45° C. 1H-NMR (CDCl3 -DMSO-d6): 11.3 (1H, broad s), 8.1 (2H, dd, J=10 Hz), 4.3 (2H, q), 1.4 (3H, t). The filtrate was extr...